From a dataset of the Open Reaction Database (ORD), a public repository of structured organic reaction records. describe an organic reaction: reactants, conditions, products, and yield Reported procedure: A stirred solution of Example 1B (2.00 g, 8.00 mmol) in acetone (35 mL) at ambient temperature was treated with potassium thiocyanate (1.60 g, 16.0 mmol). The reaction mixture was stirred for 12 hours, concentrated, and the crude residue was purified by flash chromatography (elution with 40% ethyl acetate/hexanes) to provide 1.34 g of the desired product as an off-white solid. Conditions: time 12 hour. The reactants are ClC(C(F)(F)F)NC(C1=CC=C(C=C1)C)=O (N-(1-chloro-2,2,2-trifluoroethyl)-4-methylbenzamide), [S-]C#N.[K+] (potassium thiocyanate). The yield is 61.1%. The product is CC1=CC=C(C(=O)NC(C(F)(F)F)N=C=S)C=C1 (4-methyl-N-(2,2,2-trifluoro-1-isothiocyanatoethyl)benzamide). Solvent: CC(=O)C (acetone). As a reaction SMILES: Cl[CH:2]([NH:7][C:8](=[O:16])[C:9]1[CH:14]=[CH:13][C:12]([CH3:15])=[CH:11][CH:10]=1)[C:3]([F:6])([F:5])[F:4].[S-:17][C:18]#[N:19].[K+]>CC(C)=O>[CH3:15][C:12]1[CH:13]=[CH:14][C:9]([C:8]([NH:7][CH:2]([N:19]=[C:18]=[S:17])[C:3]([F:6])([F:5])[F:4])=[O:16])=[CH:10][CH:11]=1 |f:1.2|.